From a dataset of the Open Reaction Database (ORD), a public repository of structured organic reaction records. describe an organic reaction: reactants, conditions, products, and yield The reactants are C(C1=CC=CC=C1)OC1=CC=C(C=C1)C[C@@H](C(=O)O)NC(=O)OC(C)(C)C ((S)-3-(4-benzyloxyphenyl)-2-tert-butoxycarbonylaminopropionic acid), O.ON1N=NC2=C1C=CC=C2 (1-hydroxybenzotriazole monohydrate), Cl.C(C)N=C=NCCCN(C)C (1-ethyl-3-(3′-dimethylaminopropyl)carbodiimide hydrochloride), N (ammonia). Run in CN(C=O)C (N,N-dimethylformamide), O (Water). Conditions: time 24 hour. Yields the product C(C1=CC=CC=C1)OC1=CC=C(C=C1)C[C@@H](C(N)=O)NC(OC(C)(C)C)=O (tert-butyl (S)-[2-(4-benzyloxyphenyl)-1-carbamoylethyl]carbamate). Isolated yield 30.6%. Reaction SMILES: [CH2:1]([O:8][C:9]1[CH:14]=[CH:13][C:12]([CH2:15][C@H:16]([NH:20][C:21]([O:23][C:24]([CH3:27])([CH3:26])[CH3:25])=[O:22])[C:17](O)=[O:18])=[CH:11][CH:10]=1)[C:2]1[CH:7]=[CH:6][CH:5]=[CH:4][CH:3]=1.O.O[N:30]1C2C=CC=CC=2N=N1.Cl.C(N=C=NCCCN(C)C)C.N>CN(C)C=O.O>[CH2:1]([O:8][C:9]1[CH:14]=[CH:13][C:12]([CH2:15][C@H:16]([NH:20][C:21](=[O:22])[O:23][C:24]([CH3:27])([CH3:26])[CH3:25])[C:17](=[O:18])[NH2:30])=[CH:11][CH:10]=1)[C:2]1[CH:7]=[CH:6][CH:5]=[CH:4][CH:3]=1 |f:1.2,3.4|. Reported procedure: To a solution of (S)-3-(4-benzyloxyphenyl)-2-tert-butoxycarbonylaminopropionic acid (5.00 g, 13.5 mmol) and 1-hydroxybenzotriazole monohydrate (2.50 g, 16.1 mmol) in N,N-dimethylformamide (50 ml) were added 1-ethyl-3-(3′-dimethylaminopropyl)carbodiimide hydrochloride (3.10 g, 16.1 mmol) and 28% aqueous ammonia solution (5 ml) under ice-cooling, and the mixture was stirred at room temperature for 24 hr. Water was added to the reaction mixture and the mixture was extracted with ethyl acetate. The ... The reactants are Cc1ccccc1, OCCN1CCC(OC(c2ccc(Cl)cc2)c2ccccn2)CC1, Clc1nc2ccccc2o1, [H-], [Na+]. RXN SMILES: [CH3:37][c:38]1[cH:39][cH:40][cH:41][cH:42][cH:43]1.[Cl:1][c:2]1[cH:3][cH:4][c:5]([CH:8]([O:9][CH:10]2[CH2:11][CH2:12][N:13]([CH2:16][CH2:17][OH:18])[CH2:14][CH2:15]2)[c:19]2[n:20][cH:21][cH:22][cH:23][cH:24]2)[cH:6][cH:7]1.[Cl:27][c:28]1[o:29][c:30]2[c:31]([n:32]1)[cH:33][cH:34][cH:35][cH:36]2.[H-:25].[Na+:26]>>[Cl:1][c:2]1[cH:3][cH:4][c:5]([CH:8]([O:9][CH:10]2[CH2:11][CH2:12][N:13]([CH2:16][CH2:17][O:18][c:28]3[o:29][c:30]4[c:31]([n:32]3)[cH:33][cH:34][cH:35][cH:36]4)[CH2:14][CH2:15]2)[c:19]2[n:20][cH:21][cH:22][cH:23][cH:24]2)[cH:6][cH:7]1. Product: Clc1ccc(C(OC2CCN(CCOc3nc4ccccc4o3)CC2)c2ccccn2)cc1.